Dataset: the Open Reaction Database (ORD), a public repository of structured organic reaction records. Task: describe an organic reaction: reactants, conditions, products, and yield Reactants: C1=C(C=CC2=CC=C(C=C12)C=1C2=CC=CC=C2C(=C2C=CC=CC12)Br)C1=CC2=CC=CC=C2C=C1 (9-([2,2′-binaphthalen]-7-yl)-10-bromoanthracene), C1(=CC=CC=C1)C1=CC(=CC(=C1)B(O)O)C1=CC=CC=C1 ([1,1′:3′,1″-terphenyl]-5′-ylboronic acid), P(=O)([O-])([O-])[O-].[K+].[K+].[K+] (potassium phosphate), C1(=CC=CC=C1)C (toluene). Reagents/catalysts: C=1C=CC(=CC1)/C=C/C(=O)/C=C/C2=CC=CC=C2.C=1C=CC(=CC1)/C=C/C(=O)/C=C/C2=CC=CC=C2.[Pd] (Pd(dba)2), C1(CCCCC1)P(C1CCCCC1)C1CCCCC1 (tricyclohexyl phosphine). Run in C(C)O (ethanol). Product: C1(=CC=CC=C1)C1=CC(=CC(=C1)C=1C2=CC=CC=C2C(=C2C=CC=CC12)C1=CC=C2C=CC(=CC2=C1)C1=CC2=CC=CC=C2C=C1)C1=CC=CC=C1 (9-([1,1′:3′,1″-terphenyl]-5′-yl)-10-([2,2′-binaphthalen]-7-yl)anthracene). Yield: 41.6%. As a reaction SMILES: [CH:1]1[C:10]2[C:5](=[CH:6][CH:7]=[C:8]([C:11]3[C:12]4[C:17]([C:18](Br)=[C:19]5[C:24]=3[CH:23]=[CH:22][CH:21]=[CH:20]5)=[CH:16][CH:15]=[CH:14][CH:13]=4)[CH:9]=2)[CH:4]=[CH:3][C:2]=1[C:26]1[CH:35]=[CH:34][C:33]2[C:28](=[CH:29][CH:30]=[CH:31][CH:32]=2)[CH:27]=1.[C:36]1([C:42]2[CH:47]=[C:46](B(O)O)[CH:45]=[C:44]([C:51]3[CH:56]=[CH:55][CH:54]=[CH:53][CH:52]=3)[CH:43]=2)[CH:41]=[CH:40][CH:39]=[CH:38][CH:37]=1.P([O-])([O-])([O-])=O.[K+].[K+].[K+].C1(C)C=CC=CC=1>C1C=CC(/C=C/C(/C=C/C2C=CC=CC=2)=O)=CC=1.C1C=CC(/C=C/C(/C=C/C2C=CC=CC=2)=O)=CC=1.[Pd].C1(P(C2CCCCC2)C2CCCCC2)CCCCC1.C(O)C>[C:36]1([C:42]2[CH:47]=[C:46]([C:18]3[C:19]4[C:24]([C:11]([C:8]5[CH:9]=[C:10]6[C:5]([CH:4]=[CH:3][C:2]([C:26]7[CH:35]=[CH:34][C:33]8[C:28](=[CH:29][CH:30]=[CH:31][CH:32]=8)[CH:27]=7)=[CH:1]6)=[CH:6][CH:7]=5)=[C:12]5[C:17]=3[CH:16]=[CH:15][CH:14]=[CH:13]5)=[CH:23][CH:22]=[CH:21][CH:20]=4)[CH:45]=[C:44]([C:51]3[CH:56]=[CH:55][CH:54]=[CH:53][CH:52]=3)[CH:43]=2)[CH:41]=[CH:40][CH:39]=[CH:38][CH:37]=1 |f:2.3.4.5,7.8.9|. Procedure: Under the nitrogen atmosphere, [9-([2,2′-binaphthalen]-7-yl)-10-bromoanthracene (2.0 g) as the tenth intermediate compound, [1,1′:3′,1″-terphenyl]-5′-ylboronic acid (1.0 g), Pd(dba)2 (0.03 g), tricyclohexyl phosphine (0.03 g), potassium phosphate (1.3 g), and a mixture solvent of toluene and ethanol (20 ml) (toluene/ethanol=4/1 (volume ratio)) were added to a flask and refluxed for 2 hours. Once the heating is completed, the reaction solution was cooled to room temperature. The reaction was term... Product: ON(C(=O)NC1=CC(=CC=C1)OC1=CC=CC=C1)C(CC)CC (1-Hydroxy-1-(1-ethylpropyl)-3-(3-phenoxyphenyl)urea). The reactants are Compound 76, C(C)C(CC)NO (N-(1-ethylpropyl)hydroxylamine), O(C1=CC=CC=C1)C=1C=C(C(=O)O)C=CC1 (3-phenoxybenzoic acid), [N-]=C=O (isocyanate). Procedure details: Using the method of Compound 76, 3-phenoxybenzoic acid (3.47 g, 16 mmole) was converted to the corresponding isocyanate then reacted with N-(1-ethylpropyl)hydroxylamine (2.5 g, 24 mmole) to provide 3.2 g of the desired product as white plates, m.p. 110.6°-111.4° C. Analysis: Calculated for C18H22N2O3 : %C, 68.77; %H, 7.05; %N, 8.91; Found: %C, 68.4; %H, 6.67; %N, 8.89. Reaction SMILES: [O:1]([C:8]1[CH:9]=[C:10]([CH:14]=[CH:15][CH:16]=1)C(O)=O)[C:2]1[CH:7]=[CH:6][CH:5]=[CH:4][CH:3]=1.[N-:17]=[C:18]=[O:19].[CH2:20]([CH:22]([NH:25][OH:26])[CH2:23][CH3:24])[CH3:21]>>[OH:26][N:25]([CH:22]([CH2:23][CH3:24])[CH2:20][CH3:21])[C:18]([NH:17][C:10]1[CH:14]=[CH:15][CH:16]=[C:8]([O:1][C:2]2[CH:3]=[CH:4][CH:5]=[CH:6][CH:7]=2)[CH:9]=1)=[O:19]. Reactants: C(C)(=O)N1CC(CCC1)N (1-acetyl-3-aminopiperidine), C(C)(=O)OC1C2=CC=CC=C2OC=2C=CC=CC12 (9-acetoxyxanthene). Solvent: C1(=CC=CC=C1)C (toluene). Yields the product C(C)(=O)N1CC(CCC1)NC1C2=CC=CC=C2OC=2C=CC=CC12 (N-(N-acetyl-3-piperidinyl)-9-xanthenylamine). RXN SMILES: [C:1]([N:4]1[CH2:9][CH2:8][CH2:7][CH:6]([NH2:10])[CH2:5]1)(=[O:3])[CH3:2].C(O[CH:15]1[C:28]2[CH:27]=[CH:26][CH:25]=[CH:24][C:23]=2[O:22][C:21]2[C:16]1=[CH:17][CH:18]=[CH:19][CH:20]=2)(=O)C>C1(C)C=CC=CC=1>[C:1]([N:4]1[CH2:9][CH2:8][CH2:7][CH:6]([NH:10][CH:15]2[C:16]3[CH:17]=[CH:18][CH:19]=[CH:20][C:21]=3[O:22][C:23]3[C:28]2=[CH:27][CH:26]=[CH:25][CH:24]=3)[CH2:5]1)(=[O:3])[CH3:2]. Procedure: Refluxing 1-acetyl-3-aminopiperidine with 9-acetoxyxanthene in dry toluene by the procedure of Example 1 gives N-(N-acetyl-3-piperidinyl)-9-xanthenylamine. The reactants are BrC=1C=C(C=CC1)N1N=C(C(=C1C)C(=O)N1CC(CC1)N(CC)CC)C ([1-(3-bromo-phenyl)-3,5-dimethyl-1H-pyrazol-4-yl]-(3-diethylamino-pyrrolidin-1-yl)-methanone), CC(C#C)C (3-methyl-1-butyne). Product: C(C)N(C1CN(CC1)C(=O)C=1C(=NN(C1C)C1=CC(=CC=C1)C#CC(C)C)C)CC ((3-Diethylamino-pyrrolidin-1-yl)-{3,5-dimethyl-1-[3-(3-methyl-but-1-ynyl)-phenyl]-1H-pyrazol-4-yl}-methanone), yellow viscous oil. The yield is 90.0%. As a reaction SMILES: Br[C:2]1[CH:3]=[C:4]([N:8]2[C:12]([CH3:13])=[C:11]([C:14]([N:16]3[CH2:20][CH2:19][CH:18]([N:21]([CH2:24][CH3:25])[CH2:22][CH3:23])[CH2:17]3)=[O:15])[C:10]([CH3:26])=[N:9]2)[CH:5]=[CH:6][CH:7]=1.[CH3:27][CH:28]([CH3:31])[C:29]#[CH:30]>>[CH2:22]([N:21]([CH2:24][CH3:25])[CH:18]1[CH2:19][CH2:20][N:16]([C:14]([C:11]2[C:10]([CH3:26])=[N:9][N:8]([C:4]3[CH:5]=[CH:6][CH:7]=[C:2]([C:30]#[C:29][CH:28]([CH3:31])[CH3:27])[CH:3]=3)[C:12]=2[CH3:13])=[O:15])[CH2:17]1)[CH3:23]. Reported procedure: In analogy to the procedure described in Example 31F], [1-(3-bromo-phenyl)-3,5-dimethyl-1H-pyrazol-4-yl]-(3-diethylamino-pyrrolidin-1-yl)-methanone (1 eq) (Example 28A]) and 3-methyl-1-butyne (1.2 eq) gave the title compound in 90% yield yellow viscous oil. MS: 407.4 (MH+).